This data is from the Open Reaction Database (ORD), a public repository of structured organic reaction records. The task is: describe an organic reaction: reactants, conditions, products, and yield Starting materials: C(C)(C)OC(C)C (diisopropyl ether), C1(=CC=C(C=C1)S(=O)(=O)O)C (p-toluenesulfonic acid), NC=1SC=C(N1)/C(/C(=O)NC1[C@@H]2N(C(=C(CS2)COC)C(=O)OC(C)OC(C(C)(C)C)=O)C1=O)=N/O (α-(2,2-dimethylpropanoyloxy)ethyl 7-[2-(2-aminothiazol-4-yl)-2-(Z)-hydroxyimino-acetamido]-3-methoxymethyl-3-cephem-4-carboxylate). Solvent: C(C)O (ethanol), C(C)O (ethanol). Conditions: time 30 minute. The product is C=1(C(=CC=CC1)S(=O)(=O)O)C.NC=1SC=C(N1)/C(/C(=O)NC1[C@@H]2N(C(=C(CS2)COC)C(=O)OC(C)OC(C(C)(C)C)=O)C1=O)=N/O (α-(2,2-dimethylpropanoyloxy)ethyl 7-[2-(2-aminothiazol-4-yl)-2-(Z)-hydroxyimino-acetamido]-3-methoxymethyl-3-cephem-4-carboxylate toluenesulfonate). Reaction SMILES: [C:1]1(C)[CH:6]=[CH:5][C:4]([S:7]([OH:10])(=[O:9])=[O:8])=[CH:3][CH:2]=1.[NH2:12][C:13]1[S:14][CH:15]=[C:16](/[C:18](=[N:46]/[OH:47])/[C:19]([NH:21][CH:22]2[C:44](=[O:45])[N:24]3[C:25]([C:32]([O:34][CH:35]([O:37][C:38](=[O:43])[C:39]([CH3:42])([CH3:41])[CH3:40])[CH3:36])=[O:33])=[C:26]([CH2:29][O:30][CH3:31])[CH2:27][S:28][C@H:23]23)=[O:20])[N:17]=1.C(OC(C)C)(C)C>C(O)C>[C:3]1([CH3:13])[C:4]([S:7]([OH:10])(=[O:8])=[O:9])=[CH:5][CH:6]=[CH:1][CH:2]=1.[NH2:12][C:13]1[S:14][CH:15]=[C:16](/[C:18](=[N:46]/[OH:47])/[C:19]([NH:21][CH:22]2[C:44](=[O:45])[N:24]3[C:25]([C:32]([O:34][CH:35]([O:37][C:38](=[O:43])[C:39]([CH3:41])([CH3:42])[CH3:40])[CH3:36])=[O:33])=[C:26]([CH2:29][O:30][CH3:31])[CH2:27][S:28][C@H:23]23)=[O:20])[N:17]=1 |f:4.5|. Procedure: A solution of 2.1 g (11 mmol ) of p-toluenesulfonic acid in 5 ml of ethanol was added dropwise to a solution of 5 g (9.3 mmol) of α-(2,2-dimethylpropanoyloxy)ethyl 7-[2-(2-aminothiazol-4-yl)-2-(Z)-hydroxyimino-acetamido]-3-methoxymethyl-3-cephem-4-carboxylate in 32 ml of ethanol. After stirring at room temperature for 30 minutes, a total of 280 ml of diisopropyl ether were added to the crystal magma formed and the mixture was briefly stirred. The precipitate formed was then filtered off with suc... Reactants: C1CCC2=CC(=CC=C12)C1=C(C(=NN1C)C(C)=O)O (1-[5-(2,3-Dihydro-1H-inden-5-yl)-4-hydroxy-1-methyl-1H-pyrazol-3-yl]ethanone), N(N)C(=O)C1=CC=C(S1)C(=O)NCC1=CC=NC=C1 (5-(hydrazinecarbonyl)-N-(pyridine-4-ylmethyl)thiophene-2-carboxamide). Run in CS(=O)C (dimethyl sulfoxide). The product is C1CCC2=CC(=CC=C12)C1=C(C(=NN1C)C(C)=NNC(=O)C1=CC=C(S1)C(=O)NCC1=CC=NC=C1)O (5-(2-{1-[5-(2,3-Dihydro-1H-inden-5-yl)-4-hydroxy-1-methyl-1H-pyrazol-3-yl]ethylidene}hydrazinecarbonyl)-N-(pyridin-4-ylmethyl)thiophene-2-carboxamide). Isolated yield 73.1%. As a reaction SMILES: [CH2:1]1[C:9]2[C:4](=[CH:5][C:6]([C:10]3[N:14]([CH3:15])[N:13]=[C:12]([C:16](=O)[CH3:17])[C:11]=3[OH:19])=[CH:7][CH:8]=2)[CH2:3][CH2:2]1.[NH:20]([C:22]([C:24]1[S:28][C:27]([C:29]([NH:31][CH2:32][C:33]2[CH:38]=[CH:37][N:36]=[CH:35][CH:34]=2)=[O:30])=[CH:26][CH:25]=1)=[O:23])[NH2:21]>CS(C)=O>[CH2:1]1[C:9]2[C:4](=[CH:5][C:6]([C:10]3[N:14]([CH3:15])[N:13]=[C:12]([C:16](=[N:21][NH:20][C:22]([C:24]4[S:28][C:27]([C:29]([NH:31][CH2:32][C:33]5[CH:34]=[CH:35][N:36]=[CH:37][CH:38]=5)=[O:30])=[CH:26][CH:25]=4)=[O:23])[CH3:17])[C:11]=3[OH:19])=[CH:7][CH:8]=2)[CH2:3][CH2:2]1. Procedure details: 1-[5-(2,3-Dihydro-1H-inden-5-yl)-4-hydroxy-1-methyl-1H-pyrazol-3-yl]ethanone (30 mg, 0.117 mmol) and 5-(hydrazinecarbonyl)-N-(pyridine-4-ylmethyl)thiophene-2-carboxamide (32 mg, 0.117 mmol, synthesized in accordance with WO2007010954) in dimethyl sulfoxide (0.9 mL) was heated at 100° C. for 3 days with stirring. After the reaction, the reaction solution was concentrated under reduced pressure. After addition of chloroform and ethyl acetate, the resulting crystals were collected by filtration and...